Dataset: the Open Reaction Database (ORD), a public repository of structured organic reaction records. Task: describe an organic reaction: reactants, conditions, products, and yield As a reaction SMILES: [NH:1]1[CH:5]=[N:4][CH:3]=[N:2]1.Br[CH2:7][CH2:8][CH2:9][CH2:10][CH2:11][O:12][C:13]1[C:14]([O:33][CH3:34])=[CH:15][CH:16]=[C:17]2[C:22]=1[O:21][C:20](=[O:23])[CH:19]=[C:18]2[NH:24][C:25]1[C:30]([Cl:31])=[CH:29][N:28]=[CH:27][C:26]=1[Cl:32]>>[N:1]1([CH2:7][CH2:8][CH2:9][CH2:10][CH2:11][O:12][C:13]2[C:14]([O:33][CH3:34])=[CH:15][CH:16]=[C:17]3[C:22]=2[O:21][C:20](=[O:23])[CH:19]=[C:18]3[NH:24][C:25]2[C:30]([Cl:31])=[CH:29][N:28]=[CH:27][C:26]=2[Cl:32])[CH:5]=[N:4][CH:3]=[N:2]1. The product is N1(N=CN=C1)CCCCCOC=1C(=CC=C2C(=CC(OC12)=O)NC1=C(C=NC=C1Cl)Cl)OC (8-(5-(1H-1,2,4-Triazol-1-yl)pentyloxy)-4-(3,5-dichloropyridin-4-ylamino)-7-methoxy-2H-chromen-2-one). The reactants are N1N=CN=C1 (1,2,4-triazole), BrCCCCCOC=1C(=CC=C2C(=CC(OC12)=O)NC1=C(C=NC=C1Cl)Cl)OC (8-(5-Bromopentyloxy)-4-(3,5-dichloropyridin-4-ylamino)-7-methoxy-2H-chromen-2-one). Procedure details: The title compound was prepared from 1,2,4-triazole and 8-(5-bromopentyloxy)-4-(3,5-dichloropyridin-4-ylamino)-7-methoxy-2H-chromen-2-one (Example 28) following the procedure outlined in Example 98. 1H NMR (400 MHz, DMSO-d6): δ 9.52 (s, 1H), 8.81 (s, 2H), 8.50 (s, 1H), 7.94 (d, 1H), 7.93 (s, 1H), 7.19 (d, 1H), 4.64 (s, 1H), 4.19 (t, 2H), 3.96 (t, 2H), 3.90 (s, 3H), 1.84 (m, 2H), 1.69 (m, 2H), 1.43 (m, 2H); MS (ESI): 489.9.